From a dataset of the Open Reaction Database (ORD), a public repository of structured organic reaction records. describe an organic reaction: reactants, conditions, products, and yield Starting materials: Cl (HCl), N1(CCNCC1)C1=C2C=CC=NC2=CC=C1 (5-(1-piperazinyl)-quinoline), C(#N)C=1C=C2C(=CNC2=CC1)C1CCC(CC1)=O (4-(5-cyano-1H-3-indolyl)-cyclohexanone), C(C)(=O)O[BH-](OC(C)=O)OC(C)=O.[Na+] (sodium triacetoxyborohydride), C(C)(=O)O (acetic acid). The solvent is ClC(C)Cl (dichloroethane), CCOC(=O)C (EtOAc). Reaction conditions: time 8 hour. Product: C1CC(CCC1C2=CNC3=C2C=C(C=C3)C#N)N4CCN(CC4)C5=CC=CC6=C5C=CC=N6 (3-[(1,4-cis)-4-(4-Quinolin-5-yl-piperazin-1-yl)-cyclohexyl]-1H-indole-5-carbonitrile). Reaction SMILES: [N:1]1([C:7]2[CH:16]=[CH:15][CH:14]=[C:13]3[C:8]=2[CH:9]=[CH:10][CH:11]=[N:12]3)[CH2:6][CH2:5][NH:4][CH2:3][CH2:2]1.[C:17]([C:19]1[CH:20]=[C:21]2[C:25](=[CH:26][CH:27]=1)[NH:24][CH:23]=[C:22]2[CH:28]1[CH2:33][CH2:32][C:31](=O)[CH2:30][CH2:29]1)#[N:18].C(O[BH-](OC(=O)C)OC(=O)C)(=O)C.[Na+].C(O)(=O)C.Cl>ClC(Cl)C.CCOC(C)=O>[CH2:33]1[CH:28]([C:22]2[C:21]3[CH:20]=[C:19]([C:17]#[N:18])[CH:27]=[CH:26][C:25]=3[NH:24][CH:23]=2)[CH2:29][CH2:30][CH:31]([N:4]2[CH2:3][CH2:2][N:1]([C:7]3[C:8]4[CH:9]=[CH:10][CH:11]=[N:12][C:13]=4[CH:14]=[CH:15][CH:16]=3)[CH2:6][CH2:5]2)[CH2:32]1 |f:2.3|. Procedure: To a solution of 5-(1-piperazinyl)-quinoline (500 mg, 2.35 mmol), 4-(5-cyano-1H-3-indolyl)-cyclohexanone (540 mg, 2.35 mmol), and sodium triacetoxyborohydride (740 mg, 3.5 mmol) in dichloroethane (20 mL) was added acetic acid (0.27 mL, 4.7 mmol) and stirred overnight at room temperature. The reaction was quenched with 1 M NaOH (50 mL) and extracted in CH2Cl (3×100 mL). The organic fractions were combined, dried over Na2SO4, concentrated, filtered and chromatographed (5% MeOH/EtOAc) yielding 410 ... Reactants: C(C)SCC(C(=O)OCC)CC(C)C (ethyl 2-ethylthiomethyl-4-methylpentanoate), O (water), Cl (hydrochloric acid). Solvent: C(C)(=O)OCC.C(C)O (ethyl acetate ethanol), C(C)(=O)OCC.C(C)O (ethyl acetate ethanol), [OH-].[K+] (potassium hydroxide). Reaction conditions: time 2.5 hour. Product: C(C)SCC(C(=O)O)CC(C)C (2-ethylthiomethyl-4-methylpentanoic acid). The yield is 101.9%. As a reaction SMILES: [CH2:1]([S:3][CH2:4][CH:5]([CH2:11][CH:12]([CH3:14])[CH3:13])[C:6]([O:8]CC)=[O:7])[CH3:2].O.Cl>C(OCC)(=O)C.C(O)C.[OH-].[K+]>[CH2:1]([S:3][CH2:4][CH:5]([CH2:11][CH:12]([CH3:13])[CH3:14])[C:6]([OH:8])=[O:7])[CH3:2] |f:3.4,5.6|. Procedure details: 650 mg of ethyl 2-ethylthiomethyl-4-methylpentanoate was dissolved in 6 ml of an ethanol/water (10/1) solution, 8.9 ml of an ethanol/water (10/1) solution of 2N potassium hydroxide was added thereto. The solution was stirred at room temperature for 2.5 hours, and then, the reaction solution was distilled off under reduced pressure to obtain a suspension. To this suspension, 40 ml of water was added, and the reaction solution was adjusted to pH2 with 2N hydrochloric acid under cooling with ice, a... Reactants: BrC=1C=C(C=CC1Cl)NC(=O)C1=COC=C1 (N-(3-Bromo-4-chlorophenyl)-3-furamide), BrC=1C=C(C=CC1Cl)NC(=O)C1=COC=C1 (N-(3-Bromo-4-chlorophenyl)-3-furamide), C1(CC1)CNC(C1=CC=C(C=C1)B1OC(C(O1)(C)C)(C)C)=O (N-cyclopropylmethyl-4-(4,4,5,5-tetramethyl-[1,3,2]dioxaborolan-2-yl)benzamide), C([O-])([O-])=O.[Na+].[Na+] (sodium carbonate). Reagents/catalysts: [Pd].C1(=CC=CC=C1)P(C1=CC=CC=C1)C1=CC=CC=C1.C1(=CC=CC=C1)P(C1=CC=CC=C1)C1=CC=CC=C1.C1(=CC=CC=C1)P(C1=CC=CC=C1)C1=CC=CC=C1.C1(=CC=CC=C1)P(C1=CC=CC=C1)C1=CC=CC=C1 (tetrakis(triphenylphosphine) palladium). Solvent: CN(C)C=O (DMF). Conditions: temperature 80 celsius. The product is ClC1=CC=C(C=C1C1=CC=C(C=C1)C(=O)NCC1CC1)NC(=O)C1=COC=C1 (N-(6-chloro-4′-{[(cyclopropylmethyl)amino]carbonyl}-1,1′-biphenyl-3-yl)-3-furamide). Reaction SMILES: Br[C:2]1[CH:3]=[C:4]([NH:9][C:10]([C:12]2[CH:16]=[CH:15][O:14][CH:13]=2)=[O:11])[CH:5]=[CH:6][C:7]=1[Cl:8].[CH:17]1([CH2:20][NH:21][C:22](=[O:38])[C:23]2[CH:28]=[CH:27][C:26](B3OC(C)(C)C(C)(C)O3)=[CH:25][CH:24]=2)[CH2:19][CH2:18]1.C(=O)([O-])[O-].[Na+].[Na+]>CN(C=O)C.[Pd].C1(P(C2C=CC=CC=2)C2C=CC=CC=2)C=CC=CC=1.C1(P(C2C=CC=CC=2)C2C=CC=CC=2)C=CC=CC=1.C1(P(C2C=CC=CC=2)C2C=CC=CC=2)C=CC=CC=1.C1(P(C2C=CC=CC=2)C2C=CC=CC=2)C=CC=CC=1>[Cl:8][C:7]1[C:2]([C:26]2[CH:27]=[CH:28][C:23]([C:22]([NH:21][CH2:20][CH:17]3[CH2:19][CH2:18]3)=[O:38])=[CH:24][CH:25]=2)=[CH:3][C:4]([NH:9][C:10]([C:12]2[CH:16]=[CH:15][O:14][CH:13]=2)=[O:11])=[CH:5][CH:6]=1 |f:2.3.4,6.7.8.9.10|. Procedure: N-(3-Bromo-4-chlorophenyl)-3-furamide (Intermediate 1, 63 mg), N-cyclopropylmethyl-4-(4,4,5,5-tetramethyl-[1,3,2]dioxaborolan-2-yl)benzamide (60 mg), tetrakis(triphenylphosphine) palladium (5 mg) and aqueous sodium carbonate (2N, 0.5 ml) were mixed in DMF (1.2 ml) and heated at 80° C. under nitrogen for 18 hrs. The cooled reaction was absorbed onto silica, applied to an SPE (Si) and eluted with an ethyl acetate/cyclohexane gradient (0-100% ethyl acetate). The product fractions were reduced to dr... The reactants are CO, [Cl-], [Cl-], [Cl-], CCCN(O)C1CCc2c(Cl)ccnc2C1, Cl, [Ti+3]. Yields the product CCCNC1CCc2c(Cl)ccnc2C1. Reaction SMILES: [CH3:22][OH:23].[Cl-:18].[Cl-:19].[Cl-:20].[Cl:1][c:2]1[cH:3][cH:4][n:5][c:6]2[c:11]1[CH2:10][CH2:9][CH:8]([N:12]([OH:13])[CH2:14][CH2:15][CH3:16])[CH2:7]2.[ClH:17].[Ti+3:21]>>[Cl:1][c:2]1[cH:3][cH:4][n:5][c:6]2[c:11]1[CH2:10][CH2:9][CH:8]([NH:12][CH2:14][CH2:15][CH3:16])[CH2:7]2.